This data is from the Open Reaction Database (ORD), a public repository of structured organic reaction records. The task is: describe an organic reaction: reactants, conditions, products, and yield The reactants are O=C([O-])[O-], C1COCCO1, [Cs+], [Cs+], OB(O)c1ccc(C(F)(F)F)cc1, CN1C(=O)C2(CC(c3ccccc3)Oc3ccc(Br)cc32)N=C1N, Cl[Pd]Cl, c1ccc(P(c2ccccc2)c2ccccc2)cc1, c1ccc(P(c2ccccc2)c2ccccc2)cc1. Product: CN1C(=O)C2(CC(c3ccccc3)Oc3ccc(-c4ccc(C(F)(F)F)cc4)cc32)N=C1N. RXN SMILES: [C:44](=[O:45])([O-:46])[O-:47].[CH2:38]1[O:39][CH2:40][CH2:41][O:42][CH2:43]1.[Cs+:48].[Cs+:49].[F:25][C:26]([c:27]1[cH:28][cH:29][c:30]([B:33]([OH:34])[OH:35])[cH:31][cH:32]1)([F:36])[F:37].[NH2:1][C:2]1=[N:22][C:5]2([C:4](=[O:23])[N:3]1[CH3:24])[CH2:6][CH:7]([c:16]1[cH:17][cH:18][cH:19][cH:20][cH:21]1)[O:8][c:9]1[cH:10][cH:11][c:12]([Br:15])[cH:13][c:14]12.[Pd:50]([Cl:51])[Cl:52].[c:53]1([P:54]([c:55]2[cH:56][cH:57][cH:58][cH:59][cH:60]2)[c:61]2[cH:62][cH:63][cH:64][cH:65][cH:66]2)[cH:67][cH:68][cH:69][cH:70][cH:71]1.[c:72]1([P:73]([c:74]2[cH:75][cH:76][cH:77][cH:78][cH:79]2)[c:80]2[cH:81][cH:82][cH:83][cH:84][cH:85]2)[cH:86][cH:87][cH:88][cH:89][cH:90]1>>[NH2:1][C:2]1=[N:22][C:5]2([C:4](=[O:23])[N:3]1[CH3:24])[CH2:6][CH:7]([c:16]1[cH:17][cH:18][cH:19][cH:20][cH:21]1)[O:8][c:9]1[cH:10][cH:11][c:12](-[c:30]3[cH:29][cH:28][c:27]([C:26]([F:25])([F:36])[F:37])[cH:32][cH:31]3)[cH:13][c:14]12.